This data is from the Open Reaction Database (ORD), a public repository of structured organic reaction records. The task is: describe an organic reaction: reactants, conditions, products, and yield The product is FC=1C=C(C=CC1C=1N=CC(=NC1)N)C1=C(C=CC=C1)S(=O)(=O)C1=CC=CC=C1 (5-[3-Fluoro-2′-(phenylsulfonyl)biphenyl-4-yl]pyrazin-2-amine). RXN SMILES: [F:1][C:2]1[CH:7]=[C:6](B2OC(C)(C)C(C)(C)O2)[CH:5]=[CH:4][C:3]=1[C:17]1[N:18]=[CH:19][C:20]([NH2:23])=[N:21][CH:22]=1.Br[C:25]1[CH:30]=[CH:29][CH:28]=[CH:27][C:26]=1[S:31]([C:34]1[CH:39]=[CH:38][CH:37]=[CH:36][CH:35]=1)(=[O:33])=[O:32]>>[F:1][C:2]1[CH:7]=[C:6]([C:25]2[CH:30]=[CH:29][CH:28]=[CH:27][C:26]=2[S:31]([C:34]2[CH:35]=[CH:36][CH:37]=[CH:38][CH:39]=2)(=[O:33])=[O:32])[CH:5]=[CH:4][C:3]=1[C:17]1[N:18]=[CH:19][C:20]([NH2:23])=[N:21][CH:22]=1. The reactants are FC1=C(C=CC(=C1)B1OC(C(O1)(C)C)(C)C)C=1N=CC(=NC1)N (5-(2-fluoro-4-(4,4,5,5-tetramethyl-1,3,2-dioxaborolan-2-yl)phenyl)pyrazin-2-amine), BrC1=C(C=CC=C1)S(=O)(=O)C1=CC=CC=C1 (1-bromo-2-(phenylsulfonyl)benzene). Reported procedure: The title compound was prepared using analogous conditions to those described in Example 1 utilizing 5-(2-fluoro-4-(4,4,5,5-tetramethyl-1,3,2-dioxaborolan-2-yl)phenyl)pyrazin-2-amine and 1-bromo-2-(phenylsulfonyl)benzene. MS (ESI): mass calcd. for C22H16FN3O2S, 405.09; m/z found, 406.0 [M+H]+. 1H NMR (400 MHz, DMSO-d6) δ 8.35 (s, 1H), 8.29 (dd, J=6.7, 2.5, 1H), 8.03 (d, J=1.4, 1H), 7.80-7.66 (m, 3H), 7.58 (m, 1H), 7.41-7.28 (m, 5H), 6.84 (dd, J=8.0, 1.6, 1H), 6.78-6.66 (m, 3H). The reactants are COC1=C(CNC=2C3=C(N=CN2)N(C=C3)[C@@H]3C[C@@H]([C@H]2OC(O[C@H]23)(C)C)CN(C2CC(C2)CCC2=NC3=C(N2)C=CC(=C3)C3COC3)C)C=CC(=C1)OC (N-(2,4-dimethoxybenzyl)-7-((3aS,4R,6R,6aR)-2,2-dimethyl-6-((methyl(3-(2-(5-(oxetan-3-yl)-1H-benzo[d]imidazol-2-yl)ethyl)cyclobutyl)amino)methyl)tetrahydro-3aH-cyclopenta[d][1,3]dioxol-4-yl)-7H-pyrrolo[2,3-d]pyrimidin-4-amine), FC(C(=O)O)(F)F (Trifluoroacetic Acid), O (Water). Reaction conditions: temperature 0 celsius, time 2 hour. Yields the product NC=1C2=C(N=CN1)N(C=C2)[C@H]2[C@@H]([C@@H]([C@H](C2)CN(C2CC(C2)CCC2=NC1=C(N2)C=CC(=C1)C1COC1)C)O)O ((1R,2S,3R,5R)-3-(4-amino-7H-pyrrolo[2,3-d]pyrimidin-7-yl)-5-((methyl(3-(2-(5-(oxetan-3-yl)-1H-benzo[d]imidazol-2-yl)ethyl)cyclobutyl)amino)methyl)cyclopentane-1,2-diol). Reaction SMILES: COC1C=C(OC)C=CC=1C[NH:6][C:7]1[C:8]2[CH:15]=[CH:14][N:13]([C@H:16]3[C@H:23]4[C@H:19]([O:20]C(C)(C)[O:22]4)[C@@H:18]([CH2:26][N:27]([CH3:47])[CH:28]4[CH2:31][CH:30]([CH2:32][CH2:33][C:34]5[NH:38][C:37]6[CH:39]=[CH:40][C:41]([CH:43]7[CH2:46][O:45][CH2:44]7)=[CH:42][C:36]=6[N:35]=5)[CH2:29]4)[CH2:17]3)[C:9]=2[N:10]=[CH:11][N:12]=1.FC(F)(F)C(O)=O.O>>[NH2:6][C:7]1[C:8]2[CH:15]=[CH:14][N:13]([C@@H:16]3[CH2:17][C@H:18]([CH2:26][N:27]([CH3:47])[CH:28]4[CH2:31][CH:30]([CH2:32][CH2:33][C:34]5[NH:38][C:37]6[CH:39]=[CH:40][C:41]([CH:43]7[CH2:44][O:45][CH2:46]7)=[CH:42][C:36]=6[N:35]=5)[CH2:29]4)[C@@H:19]([OH:20])[C@H:23]3[OH:22])[C:9]=2[N:10]=[CH:11][N:12]=1. Procedure: N-(2,4-dimethoxybenzyl)-7-((3aS,4R,6R,6aR)-2,2-dimethyl-6-((methyl(3-(2-(5-(oxetan-3-yl)-1H-benzo[d]imidazol-2-yl)ethyl)cyclobutyl)amino)methyl)tetrahydro-3aH-cyclopenta[d][1,3]dioxol-4-yl)-7H-pyrrolo[2,3-d]pyrimidin-4-amine (115 mg, 0.159 mmol) was dissolved in a mixture of Trifluoroacetic Acid (4.00 ml, 51.9 mmol) and Water (0.40 ml, 22 mmol) which had been pre-cooled at 0° C. in an ice bath. The solution was stirred at 0° C. for 2 h, the reaction mixture was allowed to warm to RT. After 1 the... The reactants are COC(=O)[C@H](Cc1ccc(OC(=O)C(C)(C)C)cc1)N(C(=O)C(C)(C)C)c2ccccc2 (substrate), CC(=O)c1cn(C)c2ccccc12 (effective_coupling_partner). The reagents and catalysts are dcypt. Run at temperature 150 celsius, time 24 hour. The product is COC(=O)[C@H](Cc3ccc(CC(=O)c1cn(C)c2ccccc12)cc3)N(C(=O)C(C)(C)C)c4ccccc4. Reactants: C(C)(C)(C)OC(=O)[C@H]1NC[C@]2(CN(C(O2)=O)C2=CC(=CC=C2)Cl)C1 ((5S,8S)-tert-butyl-3-(3-chlorophenyl)-2-oxo-1-oxa-3,7-diazaspiro[4.4]nonane-8-carboxylate), C1(CCCCC1)CC(=O)N[C@H](C(=O)O)C(C)(C)C ((5)-2-(2-cyclohexylacetamido)-3,3-dimethylbutanoic acid). Product: C(C)(C)(C)OC(=O)[C@H]1N(C[C@]2(CN(C(O2)=O)C2=CC(=CC=C2)Cl)C1)C([C@H](C(C)(C)C)NC(CC1CCCCC1)=O)=O ((5S,8S)-tert-butyl-3-(3-chlorophenyl)-7-((S)-2-(2-cyclohexylacetamido)-3,3-dimethylbutanoyl)-2-oxo-1-oxa-3,7-diazaspiro[4.4]nonane-8-carboxylate). The yield is 46.2%. RXN SMILES: [C:1]([O:5][C:6]([C@@H:8]1[CH2:24][C@:11]2([O:15][C:14](=[O:16])[N:13]([C:17]3[CH:22]=[CH:21][CH:20]=[C:19]([Cl:23])[CH:18]=3)[CH2:12]2)[CH2:10][NH:9]1)=[O:7])([CH3:4])([CH3:3])[CH3:2].[CH:25]1([CH2:31][C:32]([NH:34][C@@H:35]([C:39]([CH3:42])([CH3:41])[CH3:40])[C:36](O)=[O:37])=[O:33])[CH2:30][CH2:29][CH2:28][CH2:27][CH2:26]1>>[C:1]([O:5][C:6]([C@@H:8]1[CH2:24][C@:11]2([O:15][C:14](=[O:16])[N:13]([C:17]3[CH:22]=[CH:21][CH:20]=[C:19]([Cl:23])[CH:18]=3)[CH2:12]2)[CH2:10][N:9]1[C:36](=[O:37])[C@@H:35]([NH:34][C:32](=[O:33])[CH2:31][CH:25]1[CH2:30][CH2:29][CH2:28][CH2:27][CH2:26]1)[C:39]([CH3:41])([CH3:42])[CH3:40])=[O:7])([CH3:4])([CH3:2])[CH3:3]. Procedure details: Following the procedure from Example 1 step G using (5S,8S)-tert-butyl-3-(3-chlorophenyl)-2-oxo-1-oxa-3,7-diazaspiro[4.4]nonane-8-carboxylate (B5) (32 mg, 91 μmol, 1 eq.) and (5)-2-(2-cyclohexylacetamido)-3,3-dimethylbutanoic acid (25 mg, 100 μmol, 1.2 eq.) gave 25 mg (42 μmol) of (5S,8S)-tert-butyl-3-(3-chlorophenyl)-7-((S)-2-(2-cyclohexylacetamido)-3,3-dimethylbutanoyl)-2-oxo-1-oxa-3,7-diazaspiro[4.4]nonane-8-carboxylate (C5). LC MS+/−: 590.31/589.47 at 3.95 min (10-90%, 3-5 min, Formic Acid).